From a dataset of the Open Reaction Database (ORD), a public repository of structured organic reaction records. describe an organic reaction: reactants, conditions, products, and yield Reactants: C(=O)(O)C=CC=1C=C(CNC2=NC3=C(N2[C@H]2[C@H](O)[C@H](O)[C@H](O2)CO)C=CC=C3)C=CC1 (2-[3-(2-Carboxyvinyl)benzylamino]-1-(β-D-ribofuranosyl)-1H-benzimidazole). Reagents/catalysts: [C].[Pd] (palladium-carbon). Run in CO (methanol). Reaction conditions: time 1 hour. Yields the product C(=O)(O)CCC=1C=C(CNC2=NC3=C(N2[C@H]2[C@H](O)[C@H](O)[C@H](O2)CO)C=CC=C3)C=CC1 (2-[3-(2-Carboxyethyl)benzylamino]-1-(β-D-ribofuranosyl)-1H-benzimidazole). Isolated yield 82.9%. RXN SMILES: [C:1]([CH:4]=[CH:5][C:6]1[CH:7]=[C:8]([CH:29]=[CH:30][CH:31]=1)[CH2:9][NH:10][C:11]1[N:15]([C@@H:16]2[O:22][C@H:21]([CH2:23][OH:24])[C@@H:19]([OH:20])[C@H:17]2[OH:18])[C:14]2[CH:25]=[CH:26][CH:27]=[CH:28][C:13]=2[N:12]=1)([OH:3])=[O:2]>CO.[C].[Pd]>[C:1]([CH2:4][CH2:5][C:6]1[CH:7]=[C:8]([CH:29]=[CH:30][CH:31]=1)[CH2:9][NH:10][C:11]1[N:15]([C@@H:16]2[O:22][C@H:21]([CH2:23][OH:24])[C@@H:19]([OH:20])[C@H:17]2[OH:18])[C:14]2[CH:25]=[CH:26][CH:27]=[CH:28][C:13]=2[N:12]=1)([OH:3])=[O:2] |f:2.3|. Reported procedure: 2-[3-(2-Carboxyvinyl)benzylamino]-1-(β-D-ribofuranosyl)-1H-benzimidazole (30 mg) was dissolved in methanol (2 mL). To the solution was added a catalytic amount of 10% palladium-carbon powder, and the mixture was stirred at room temperature under a hydrogen atmosphere for 1 hour. The insoluble material was removed by filtration, and the solvent of the filtrate was removed under reduced pressure to give the title compound (25 mg). The reactants are CCN=C=S, CC(C)=CCOc1ccc(OCCO)cc1, [H-], [Na+]. The product is CCNC(=S)OCCOc1ccc(OCC=C(C)C)cc1. RXN SMILES: [CH2:19]([CH3:20])[N:21]=[C:22]=[S:23].[CH3:1][C:2](=[CH:3][CH2:4][O:5][c:6]1[cH:7][cH:8][c:9]([O:10][CH2:11][CH2:12][OH:13])[cH:14][cH:15]1)[CH3:16].[H-:17].[Na+:18]>>[CH3:1][C:2](=[CH:3][CH2:4][O:5][c:6]1[cH:7][cH:8][c:9]([O:10][CH2:11][CH2:12][O:13][C:22]([NH:21][CH2:19][CH3:20])=[S:23])[cH:14][cH:15]1)[CH3:16]. Reactants: CCCCCCOC(C)c1ccc(OCc2ccccc2)cc1, CO. The product is CCCCCCOC(C)c1ccc(O)cc1. RXN SMILES: [CH2:1]([c:2]1[cH:3][cH:4][cH:5][cH:6][cH:7]1)[O:8][c:9]1[cH:10][cH:11][c:12]([CH:15]([CH3:16])[O:17][CH2:18][CH2:19][CH2:20][CH2:21][CH2:22][CH3:23])[cH:13][cH:14]1.[CH3:24][OH:25]>>[OH:8][c:9]1[cH:10][cH:11][c:12]([CH:15]([CH3:16])[O:17][CH2:18][CH2:19][CH2:20][CH2:21][CH2:22][CH3:23])[cH:13][cH:14]1. Starting materials: C1CCOC1, CO, S=C=Nc1c(Cl)cccc1Cl, COC(=O)c1cc(N)c(N)cn1. The product is COC(=O)c1cc(NC(=S)Nc2c(Cl)cccc2Cl)c(N)cn1. As a reaction SMILES: [CH2:24]1[O:25][CH2:26][CH2:27][CH2:28]1.[CH3:29][OH:30].[Cl:13][c:14]1[c:15]([N:21]=[C:22]=[S:23])[c:16]([Cl:20])[cH:17][cH:18][cH:19]1.[NH2:1][c:2]1[cH:3][c:4]([C:9](=[O:10])[O:11][CH3:12])[n:5][cH:6][c:7]1[NH2:8]>>[NH:1]([c:2]1[cH:3][c:4]([C:9](=[O:10])[O:11][CH3:12])[n:5][cH:6][c:7]1[NH2:8])[C:22]([NH:21][c:15]1[c:14]([Cl:13])[cH:19][cH:18][cH:17][c:16]1[Cl:20])=[S:23]. The reactants are NCCO\N=C\[C@H]1CC[C@@]2(C[C@H](CC[C@]12C)C1=CC=CC=C1)O ((1S,3aS,5S,7aR)-1-[(E)-2-aminoethoxyimino]methyl-5-phenyl-7a-methylperhydroinden-3a-ol), [N+](=O)(O)[O-].C(N)(=N)N1N=C(C=C1C)C (1-amidino-3,5-dimethylpirazole nitrate). The solvent is C(C)O (ethanol). Yields the product [N+](=O)([O-])O[C@@]12CC[C@@H]([C@]2(CC[C@@H](C1)C1=CC=CC=C1)C)/C=N/OCCNC(=N)N ((1S,3aS,5S,7aR)-1-[(E)-2-Guanidinoethoxyimino]methyl-5-phenyl-7a-methylperhydroinden-3a-ol nitrate). The yield is 43.9%. Reaction SMILES: [NH2:1][CH2:2][CH2:3][O:4]/[N:5]=[CH:6]/[C@@H:7]1[C@:15]2([CH3:16])[C@@:10]([OH:23])([CH2:11][C@@H:12]([C:17]3[CH:22]=[CH:21][CH:20]=[CH:19][CH:18]=3)[CH2:13][CH2:14]2)[CH2:9][CH2:8]1.[N+:24]([O-:27])(O)=[O:25].[C:28](N1C(C)=CC(C)=N1)(=[NH:30])[NH2:29]>C(O)C>[N+:24]([O:23][C@@:10]12[CH2:11][C@@H:12]([C:17]3[CH:18]=[CH:19][CH:20]=[CH:21][CH:22]=3)[CH2:13][CH2:14][C@:15]1([CH3:16])[C@@H:7](/[CH:6]=[N:5]/[O:4][CH2:3][CH2:2][NH:1][C:28]([NH2:30])=[NH:29])[CH2:8][CH2:9]2)([O-:27])=[O:25] |f:1.2|. Procedure: A solution of 0.75 g of (1S,3aS,5S,7aR)-1-[(E)-2-aminoethoxyimino]methyl-5-phenyl-7a-methylperhydroinden-3a-ol (I-am) and 1.05 g of 1-amidino-3,5-dimethylpirazole nitrate in 20 ml of ethanol was heated at reflux for 10 hrs. The solution was evaporated to dryness under reduced pressure and the residue was purified by flash chromatography (SiO2) with chloroform/methanol/28% ammonium hydroxide 78:20:2 as the eluant. The fractions containing the title compound were collected and evaporated to drynes... Reactants: C1(CCCC1)C1C(C2=C(C(=C(C=C2C1)O)Cl)Cl)=O (2-cyclopentyl-5-hydroxy-6,7-dichloro-1-indanone), [H-].COCCO[Al+]OCCOC.[Na+].[H-] (sodium bis-(2-methoxyethoxy)-aluminum hydride), Cl (hydrochloric acid), Cl (hydrochloric acid). Run in O1CCCC1 (tetrahydrofuran), C1=CC=CC=C1 (benzene), O1CCCC1 (tetrahydrofuran). Run at temperature 25 celsius, time 3 hour. Product: C1(CCCC1)C1C(C2=C(C(=C(C=C2C1)O)Cl)Cl)O (2-Cyclopentyl-6,7-dichloroindan-1,5-diol). As a reaction SMILES: [CH:1]1([CH:6]2[CH2:14][C:13]3[C:8](=[C:9]([Cl:17])[C:10]([Cl:16])=[C:11]([OH:15])[CH:12]=3)[C:7]2=[O:18])[CH2:5][CH2:4][CH2:3][CH2:2]1.[H-].COCCO[Al+]OCCOC.[Na+].[H-].Cl>O1CCCC1.C1C=CC=CC=1>[CH:1]1([CH:6]2[CH2:14][C:13]3[C:8](=[C:9]([Cl:17])[C:10]([Cl:16])=[C:11]([OH:15])[CH:12]=3)[CH:7]2[OH:18])[CH2:2][CH2:3][CH2:4][CH2:5]1 |f:1.2.3.4|. Reported procedure: To a stirred solution of 2-cyclopentyl-5-hydroxy-6,7-dichloro-1-indanone (8.55 g., 0.03 mole) in tetrahydrofuran (100 ml.) under nitrogen is added dropwise 70% sodium bis-(2-methoxyethoxy)-aluminum hydride in benzene (10 ml.) in tetrahydrofuran (30 ml.) over a ten minute period at 10°-15° C. The reaction mixture is stirred at 25° C. for 3 hours, cooled to 10° C., very slowly treated with 10% hydrochloric acid until frothing ceases, then with 20% hydrochloric acid until acidic. The tetrahydrofura... Reactants: O=C1NCCNc2cc(Br)ccc21, Cc1ccccc1, OB(O)C1CC1, C1CCC(P(C2CCCCC2)C2CCCCC2)CC1, [K+], [K+], [K+], CC(=O)[O-], CC(=O)[O-], C1COCCO1, O, O=P([O-])([O-])[O-], [Pd+2]. The product is O=C1NCCNc2cc(C3CC3)ccc21. RXN SMILES: [Br:1][c:2]1[cH:3][cH:4][c:5]2[c:6]([cH:13]1)[NH:7][CH2:8][CH2:9][NH:10][C:11]2=[O:12].[CH3:47][c:48]1[cH:49][cH:50][cH:51][cH:52][cH:53]1.[CH:14]1([B:17]([OH:18])[OH:19])[CH2:15][CH2:16]1.[CH:20]1([P:21]([CH:22]2[CH2:23][CH2:24][CH2:25][CH2:26][CH2:27]2)[CH:28]2[CH2:29][CH2:30][CH2:31][CH2:32][CH2:33]2)[CH2:34][CH2:35][CH2:36][CH2:37][CH2:38]1.[K+:44].[K+:45].[K+:46].[O-:62][C:63]([CH3:64])=[O:65].[O-:66][C:67]([CH3:68])=[O:69].[O:55]1[CH2:56][CH2:57][O:58][CH2:59][CH2:60]1.[OH2:54].[P:39]([O-:40])([O-:41])([O-:42])=[O:43].[Pd+2:61]>>[c:2]1([CH:14]2[CH2:15][CH2:16]2)[cH:3][cH:4][c:5]2[c:6]([cH:13]1)[NH:7][CH2:8][CH2:9][NH:10][C:11]2=[O:12].